This data is from the Open Reaction Database (ORD), a public repository of structured organic reaction records. The task is: describe an organic reaction: reactants, conditions, products, and yield Starting materials: C1OC23[C@]4(C)[C@@H](CC2(OCCO3)OC1)[C@@H]1C\C(\[C@]3(CCCC[C@]3(C)[C@H]1CC4)O)=N/O (17,17-bis(ethylendioxy)-5α-hydroxy-6-(E)-hydroxyiminoandrostane), C=C1C[C@H]2[C@@H]3CCC([C@@]3(C)CC[C@@H]2[C@]2(CCC(CC12)=O)C)=O (6-methyleneandrostane-3,17-dione). Product: O[C@]12/C(/C[C@H]3[C@@H]4CCC([C@@]4(C)CC[C@@H]3[C@]2(CCC(C1)=O)C)=O)=N/O (5α-Hydroxy-6-(E)-hydroxyiminoandrostane-3,17-dione). The yield is 80.0%. RXN SMILES: C1CO[C:8]23OCC[O:12][C:3]2([C@:4]2([CH2:27][CH2:26][C@H:25]4[C@@H:15]([CH2:16]/[C:17](=[N:29]\[OH:30])/[C@:18]5([OH:28])[C@:23]4([CH3:24])[CH2:22][CH2:21][CH2:20][CH2:19]5)[C@@H:6]2[CH2:7]3)[CH3:5])O1.C=C1C2[C@](C)(CCC(=[O:50])C2)[C@@H]2[C@H]([C@H]3[C@@](CC2)(C)C(=O)CC3)C1>>[OH:28][C@:18]12[CH2:19][C:20](=[O:50])[CH2:21][CH2:22][C@:23]1([CH3:24])[C@@H:25]1[C@H:15]([C@H:6]3[C@@:4]([CH2:27][CH2:26]1)([CH3:5])[C:3](=[O:12])[CH2:8][CH2:7]3)[CH2:16]/[C:17]/2=[N:29]\[OH:30]. Reported procedure: The title compound II-aq was prepared in 80% yield from 3,3:17,17-bis(ethylendioxy)-5α-hydroxy-6-(E)-hydroxyiminoandrostane by the procedure described above for the preparation of 6-methyleneandrostane-3,17-dione (I-ac, Prepn. 13). The combined organic extracts were washed with H2O, dried over Na2SO4 and evaporated to dryness. The residue was purified by flash chromatography (SiO2, n-hexane/acetone/CH2Cl2 60/20/20). 1H-NMR (300 MHz, acetone-d6, ppm from TMS: δ 10.72 (1H, s), 5.35 (1H, s), 3.12 (... Reactants: COC(=O)CN1C(=O)CN=C(c2ccccc2)c2cc(Cl)ccc21, S=P12SP3(=S)SP(=S)(S1)SP(=S)(S2)S3, c1ccncc1. Yields the product COC(=O)CN1C(=S)CN=C(c2ccccc2)c2cc(Cl)ccc21. Reaction SMILES: [CH3:1][O:2][C:3]([CH2:4][N:5]1[C:6](=[O:23])[CH2:7][N:8]=[C:9]([c:17]2[cH:18][cH:19][cH:20][cH:21][cH:22]2)[c:10]2[c:11]1[cH:12][cH:13][c:14]([Cl:16])[cH:15]2)=[O:24].[P:25]12(=[S:26])[S:27][P:28]3(=[S:38])[S:29][P:30](=[S:36])([S:31][P:32](=[S:35])([S:33]3)[S:34]1)[S:37]2.[cH:39]1[cH:40][cH:41][n:42][cH:43][cH:44]1>>[CH3:1][O:2][C:3]([CH2:4][N:5]1[C:6](=[S:26])[CH2:7][N:8]=[C:9]([c:17]2[cH:18][cH:19][cH:20][cH:21][cH:22]2)[c:10]2[c:11]1[cH:12][cH:13][c:14]([Cl:16])[cH:15]2)=[O:24].